From a dataset of the Open Reaction Database (ORD), a public repository of structured organic reaction records. describe an organic reaction: reactants, conditions, products, and yield The reactants are C(CCCC)C1(OCCO1)N1C(C(C2=CC=CC=C12)C(=O)[O-])=O (2-n-pentyl-4,5-dihydro-1,3-dioxol-2-yl-oxindole-3-carboxylate), C(C)(C)C1(OCCO1)C=1C=C2C(C(NC2=CC1)=O)C(=O)OCC (ethyl 5-(2-isopropyl-4,5-dihydro-1,3-dioxol-2-yl)oxindole-3-carboxylate), C(C(C)(C)C)C1(OCCO1)C=1C=C2C(C(NC2=CC1)=O)C(=O)OCC (ethyl 5-(2-neopentyl-4,5-dihydro-1,3-dioxol-2-yl)oxindole-3-carboxylate), C(C1=CC=CC=C1)C1(OCCO1)C=1C=C2C(C(NC2=CC1)=O)C(=O)OCC (ethyl 5-(2-benzyl-4,5-dihydro-1,3-dioxol-2-yl)oxindole-3-carboxylate). Yields the product C(C)N1C(C(C2=CC(=CC=C12)C1(OCCO1)C)C(=O)OCC)=O (ethyl 1-ethyl-5-(2-methyl-4,5-dihydro-1,3-dioxol-2-yl)oxindole-3-carboxylate). As a reaction SMILES: [CH2:1](C1(N2C3C(=CC=CC=3)C(C([O-])=O)C2=O)OCCO1)[CH2:2]CCC.C(C1(C2C=C3C(=CC=2)NC(=O)C3C(OCC)=O)OCCO1)(C)C.[CH2:47]([C:52]1([C:57]2[CH:58]=[C:59]3[C:63](=[CH:64][CH:65]=2)[NH:62][C:61](=[O:66])[CH:60]3[C:67]([O:69][CH2:70][CH3:71])=[O:68])[O:56][CH2:55][CH2:54][O:53]1)C(C)(C)C.C(C1(C2C=C3C(=CC=2)NC(=O)C3C(OCC)=O)OCCO1)C1C=CC=CC=1>>[CH2:1]([N:62]1[C:63]2[C:59](=[CH:58][C:57]([C:52]3([CH3:47])[O:53][CH2:54][CH2:55][O:56]3)=[CH:65][CH:64]=2)[CH:60]([C:67]([O:69][CH2:70][CH3:71])=[O:68])[C:61]1=[O:66])[CH3:2]. Procedure details: Similarly, were prepared ethyl 5-(2-n-pentyl-4,5-dihydro-1,3-dioxol-2-yl-oxindole-3-carboxylate, ethyl 5-(2-isopropyl-4,5-dihydro-1,3-dioxol-2-yl)oxindole-3-carboxylate, ethyl 5-(2-neopentyl-4,5-dihydro-1,3-dioxol-2-yl)oxindole-3-carboxylate and ethyl 5-(2-benzyl-4,5-dihydro-1,3-dioxol-2-yl)oxindole-3-carboxylate. Starting materials: OC(C(=O)N(C)C)C1=CC(=CC=C1)C=1C=C2C(=NC1)N(N=C2C2=C(C=CC=C2)OC)COCC[Si](C)(C)C (2-hydroxy-2-{3-[3-(2-methoxy-phenyl)-1-(2-trimethylsilanylethoxymethyl)-1H-pyrazolo[3,4-b]pyridin-5-yl]-phenyl}-N,N-dimethyl-acetamide), FC(C(=O)O)(F)F (trifluoroacetic acid). Product: OC(C(=O)N(C)C)C1=CC(=CC=C1)C=1C=C2C(=NC1)NN=C2C2=C(C=CC=C2)OC (2-hydroxy-2-{3-[3-(2-methoxy-phenyl)-1H-pyrazolo[3,4-b]pyridin-5-yl]-phenyl}-N,N-dimethyl-acetamide). As a reaction SMILES: [OH:1][CH:2]([C:8]1[CH:13]=[CH:12][CH:11]=[C:10]([C:14]2[CH:15]=[C:16]3[C:22]([C:23]4[CH:28]=[CH:27][CH:26]=[CH:25][C:24]=4[O:29][CH3:30])=[N:21][N:20](COCC[Si](C)(C)C)[C:17]3=[N:18][CH:19]=2)[CH:9]=1)[C:3]([N:5]([CH3:7])[CH3:6])=[O:4].FC(F)(F)C(O)=O>>[OH:1][CH:2]([C:8]1[CH:13]=[CH:12][CH:11]=[C:10]([C:14]2[CH:15]=[C:16]3[C:22]([C:23]4[CH:28]=[CH:27][CH:26]=[CH:25][C:24]=4[O:29][CH3:30])=[N:21][NH:20][C:17]3=[N:18][CH:19]=2)[CH:9]=1)[C:3]([N:5]([CH3:7])[CH3:6])=[O:4]. Procedure details: To the crude 2-hydroxy-2-{3-[3-(2-methoxy-phenyl)-1-(2-trimethylsilanylethoxymethyl)-1H-pyrazolo[3,4-b]pyridin-5-yl]-phenyl}-N,N-dimethyl-acetamide obtained in last step was added trifluoroacetic acid (2 mL) and the resulting mixture was sonicated until the residue was completely dissolved. The trifluoroacetic acid was evaporated and the residue treated with ethylene diamine (0.2 mL). The resulting mixture was purified via mass-triggered reverse-phase HPLC to yield 2-hydroxy-2-{3-[3-(2-methoxy-p... Reactants: NC1=NC(=CC(=N1)NC1=CC(=C(C=C1)O)Cl)C1=CC=CC=C1 (4-(2-amino-6-phenyl-pyrimidin-4-ylamino)-2-chloro-phenol), C(CCC(=O)Cl)(=O)Cl (succinyl chloride). The reagents and catalysts are CN(C)C1=CC=NC=C1 (4-(N,N-dimethylamino)pyridine). Run in O (water), CN(C=O)C (dimethylformamide). The product is ClC=1C=C(C=CC1O)NC1=NC(=NC(=C1)C1=CC=CC=C1)N1C(CCC1=O)=O (1-[4-(3-chloro-4-hydroxy-phenylamino)-6-phenyl-pyrimidin-2-yl]-pyrrolidine-2,5-dione). Reaction SMILES: [NH2:1][C:2]1[N:7]=[C:6]([NH:8][C:9]2[CH:14]=[CH:13][C:12]([OH:15])=[C:11]([Cl:16])[CH:10]=2)[CH:5]=[C:4]([C:17]2[CH:22]=[CH:21][CH:20]=[CH:19][CH:18]=2)[N:3]=1.[C:23](Cl)(=[O:29])[CH2:24][CH2:25][C:26](Cl)=[O:27]>CN(C)C=O.CN(C1C=CN=CC=1)C.O>[Cl:16][C:11]1[CH:10]=[C:9]([NH:8][C:6]2[CH:5]=[C:4]([C:17]3[CH:22]=[CH:21][CH:20]=[CH:19][CH:18]=3)[N:3]=[C:2]([N:1]3[C:26](=[O:27])[CH2:25][CH2:24][C:23]3=[O:29])[N:7]=2)[CH:14]=[CH:13][C:12]=1[OH:15]. Procedure details: To a solution of compound 4-(2-amino-6-phenyl-pyrimidin-4-ylamino)-2-chloro-phenol (0.5 g, 1.6 mmol) in dry dimethylformamide (10 mL) was added 4-(N,N-dimethylamino)pyridine (0.39 g, 3.2 mmol) at 0° C. with stirring under nitrogen atmosphere. To this was added freshly prepared succinyl chloride (0.62 g, 4 mmol). The mixture was then stirred at 80° C. for 20 hours. After completion of the reaction the mixture was diluted with water (75 mL), the solid separated was filtered off, washed with cold w... The reactants are [H-].[Al+3].[Li+].[H-].[H-].[H-] (Lithium aluminum hydride), ice, NC1=C(C(=O)O)C=CC(=C1)Cl (2-amino-4-chlorobenzoic acid). Run in C1CCOC1 (THF). Run at time 8 hour. Product: NC1=C(C=CC(=C1)Cl)CO ((2-amino 4-chlorophenyl)methanol). RXN SMILES: [NH2:1][C:2]1[CH:10]=[C:9]([Cl:11])[CH:8]=[CH:7][C:3]=1[C:4](O)=[O:5].[H-].[Al+3].[Li+].[H-].[H-].[H-]>C1COCC1>[NH2:1][C:2]1[CH:10]=[C:9]([Cl:11])[CH:8]=[CH:7][C:3]=1[CH2:4][OH:5] |f:1.2.3.4.5.6|. Reported procedure: In a 500 mL round bottom flask, the stirred solution of 2-amino-4-chlorobenzoic acid (42.8 g, 250.29 mmol, Aldrich) was dissolved anhydrous THF (200 mL) and the solution was cooled in an ice-bath. Lithium aluminum hydride (11.76 g, 312.86 mmol) was added portionwise to the above solution at the ice-bath temperature under nitrogen atmosphere. The resulting mixture was stirred at rt for 8 h. On completion of reaction the reaction mixture was cooled to ice-bath temperature and quenched by sequentia...